Task: describe an organic reaction: reactants, conditions, products, and yield. Dataset: the Open Reaction Database (ORD), a public repository of structured organic reaction records Reactants: CN(C)C=O, CO, CCCCCCNc1c(F)cc(F)c2oc(-c3ccc(NCCCN4C(=O)c5ccccc5C4=O)c(F)c3)cc(=O)c12, NN, O. The product is CCCCCCNc1c(F)cc(F)c2oc(-c3ccc(NCCCN)c(F)c3)cc(=O)c12. RXN SMILES: [CH3:43][N:44]([CH3:45])[CH:46]=[O:47].[CH3:48][OH:49].[F:1][c:2]1[cH:3][c:4]([F:42])[c:5]2[c:6]([c:7](=[O:33])[cH:8][c:9](-[c:11]3[cH:12][c:13]([F:32])[c:14]([NH:17][CH2:18][CH2:19][CH2:20][N:21]4[C:22](=[O:23])[c:24]5[cH:25][cH:26][cH:27][cH:28][c:29]5[C:30]4=[O:31])[cH:15][cH:16]3)[o:10]2)[c:34]1[NH:35][CH2:36][CH2:37][CH2:38][CH2:39][CH2:40][CH3:41].[NH2:51][NH2:52].[OH2:50]>>[F:1][c:2]1[cH:3][c:4]([F:42])[c:5]2[c:6]([c:7](=[O:33])[cH:8][c:9](-[c:11]3[cH:12][c:13]([F:32])[c:14]([NH:17][CH2:18][CH2:19][CH2:20][NH2:21])[cH:15][cH:16]3)[o:10]2)[c:34]1[NH:35][CH2:36][CH2:37][CH2:38][CH2:39][CH2:40][CH3:41].